This data is from the Open Reaction Database (ORD), a public repository of structured organic reaction records. The task is: describe an organic reaction: reactants, conditions, products, and yield The reactants are CC(C)(C)C(=O)NC1=NN(C(=O)C(C)(C)C)C(CNS(=O)(=O)CCCCl)(c2ccccc2)S1, [I-], [N-]=[N+]=[N-], [Na+], [Na+], CN(C)C=O, O. Product: CC(C)(C)C(=O)NC1=NN(C(=O)C(C)(C)C)C(CNS(=O)(=O)CCCN=[N+]=[N-])(c2ccccc2)S1. Reaction SMILES: [Cl:1][CH2:2][CH2:3][CH2:4][S:5](=[O:6])(=[O:7])[NH:8][CH2:9][C:10]1([c:28]2[cH:29][cH:30][cH:31][cH:32][cH:33]2)[N:11]([C:22]([C:23]([CH3:24])([CH3:25])[CH3:26])=[O:27])[N:12]=[C:13]([NH:15][C:16]([C:17]([CH3:18])([CH3:19])[CH3:20])=[O:21])[S:14]1.[I-:35].[N-:37]=[N+:38]=[N-:39].[Na+:34].[Na+:36].[O:41]=[CH:42][N:43]([CH3:44])[CH3:45].[OH2:40]>>[CH2:2]([CH2:3][CH2:4][S:5](=[O:6])(=[O:7])[NH:8][CH2:9][C:10]1([c:28]2[cH:29][cH:30][cH:31][cH:32][cH:33]2)[N:11]([C:22]([C:23]([CH3:24])([CH3:25])[CH3:26])=[O:27])[N:12]=[C:13]([NH:15][C:16]([C:17]([CH3:18])([CH3:19])[CH3:20])=[O:21])[S:14]1)[N:37]=[N+:38]=[N-:39]. Starting materials: FC(C(=O)N(CC1CCNCC1)[C@@H]1[C@H](C1)C1=CC=CC=C1)(F)F (2,2,2-trifluoro-N-((1S,2R)-2-phenylcyclopropyl)-N-(piperidin-4-ylmethyl)acetamide), C(=O)C1=CC=C(C(=O)O)C=C1 (4-formylbenzoic acid), C(C)(=O)O[BH-](OC(C)=O)OC(C)=O.[Na+] (sodium triacetoxyborohydride). Solvent: ClCCCl (1,2-dichloroethane). Reaction conditions: time 18 hour. The product is FC(C(=O)N([C@H]1[C@@H](C1)C1=CC=CC=C1)CC1CCN(CC1)CC1=CC=C(C(=O)O)C=C1)(F)F (4-((4-((2,2,2-trifluoro-N-((trans)-2-phenylcyclopropyl)acetamido)methyl)piperidin-1-yl)methyl)benzoic acid). Yield: 52.5%. Reaction SMILES: [F:1][C:2]([F:23])([F:22])[C:3]([N:5]([C@H:13]1[CH2:15][C@@H:14]1[C:16]1[CH:21]=[CH:20][CH:19]=[CH:18][CH:17]=1)[CH2:6][CH:7]1[CH2:12][CH2:11][NH:10][CH2:9][CH2:8]1)=[O:4].[CH:24]([C:26]1[CH:34]=[CH:33][C:29]([C:30]([OH:32])=[O:31])=[CH:28][CH:27]=1)=O.C(O[BH-](OC(=O)C)OC(=O)C)(=O)C.[Na+]>ClCCCl>[F:23][C:2]([F:1])([F:22])[C:3]([N:5]([CH2:6][CH:7]1[CH2:8][CH2:9][N:10]([CH2:24][C:26]2[CH:34]=[CH:33][C:29]([C:30]([OH:32])=[O:31])=[CH:28][CH:27]=2)[CH2:11][CH2:12]1)[C@@H:13]1[CH2:15][C@H:14]1[C:16]1[CH:21]=[CH:20][CH:19]=[CH:18][CH:17]=1)=[O:4] |f:2.3|. Reported procedure: To a solution of 2,2,2-trifluoro-N-((1S,2R)-2-phenylcyclopropyl)-N-(piperidin-4-ylmethyl)acetamide (243 mg, 0.745 mmol) in 1,2-dichloroethane (DCE) (4 mL) were added 4-formylbenzoic acid (134 mg, 0.894 mmol) and sodium triacetoxyborohydride (252 mg, 1.191 mmol), and the mixture was stirred at room temperature for 18 h. The reaction was quenched with water (4 mL) and extracted with CH2Cl2 (3×). The extract was dried (Na2SO4) and concentrated. The residue was purified using column chromatography (... The reactants are [N+](=O)([O-])CC (nitroethane), ClCCl (dichloromethane), [N+](=O)([O-])C1=CC=C(C(=O)Cl)C=C1 (4-nitro benzoyl chloride), [Cl-].[Al+3].[Cl-].[Cl-] (aluminium chloride). Run in C(Cl)(Cl)Cl (chloroform). Conditions: temperature 40 celsius. Product: C(C1=CC=CC=C1)(=O)C1=CC=CC=C1 (Benzophenone). RXN SMILES: [N+]([CH2:4][CH3:5])([O-])=O.ClCCl.[N+]([C:12]1[CH:20]=[CH:19][C:15]([C:16](Cl)=[O:17])=[CH:14][CH:13]=1)([O-])=O.[Cl-].[Al+3].[Cl-].[Cl-]>C(Cl)(Cl)Cl>[C:16]([C:5]1[CH:4]=[CH:14][CH:13]=[CH:12][CH:20]=1)(=[O:17])[C:15]1[CH:19]=[CH:20][CH:12]=[CH:13][CH:14]=1 |f:3.4.5.6|. Reported procedure: A solution of polymer in a suitable solvent (nitroethane, dichloromethane, chloroform) was treated with 4-nitro benzoyl chloride (1 eq) and aluminium chloride (1.2 eq). The solution was stirred at room temperature or at 40° C. then quenched with water. The organic layer was collected and washed with 1M HCl and 1M NaOH solutions sequentially. Concentration of the organic layer yielded the product. The reactants are ClCCl, COc1ccc(Oc2cccc3ncnc(N)c23)cc1, O=C=Nc1ccccc1. Product: COc1ccc(Oc2cccc3ncnc(NC(=O)Nc4ccccc4)c23)cc1. As a reaction SMILES: [Cl:30][CH2:31][Cl:32].[NH2:1][c:2]1[n:3][cH:4][n:5][c:6]2[cH:7][cH:8][cH:9][c:10]([O:12][c:13]3[cH:14][cH:15][c:16]([O:19][CH3:20])[cH:17][cH:18]3)[c:11]12.[O:21]=[C:22]=[N:23][c:24]1[cH:25][cH:26][cH:27][cH:28][cH:29]1>>[NH:1]([c:2]1[n:3][cH:4][n:5][c:6]2[cH:7][cH:8][cH:9][c:10]([O:12][c:13]3[cH:14][cH:15][c:16]([O:19][CH3:20])[cH:17][cH:18]3)[c:11]12)[C:22](=[O:21])[NH:23][c:24]1[cH:25][cH:26][cH:27][cH:28][cH:29]1. The reactants are C(C1=CC=CC=C1)=O (benzaldehyde), 3A, solution, NC1CCN(CC1)C(C1=CC=C(C=C1)N1N=CN=C1)=O (4-amino-1-[4-(1,2,4-triazol-1-yl)benzoyl]piperidine), [BH4-].[Na+] (sodium borohydride). Solvent: CO (methanol). Reaction conditions: time 1 hour. Yields the product C(C1=CC=CC=C1)NC1CCN(CC1)C(C1=CC=C(C=C1)N1N=CN=C1)=O (4-benzylamino-1-[4-(1,2,4-triazol-1-yl)benzoyl]piperidine). As a reaction SMILES: [CH:1](=O)[C:2]1[CH:7]=[CH:6][CH:5]=[CH:4][CH:3]=1.[NH2:9][CH:10]1[CH2:15][CH2:14][N:13]([C:16](=[O:28])[C:17]2[CH:22]=[CH:21][C:20]([N:23]3[CH:27]=[N:26][CH:25]=[N:24]3)=[CH:19][CH:18]=2)[CH2:12][CH2:11]1.[BH4-].[Na+]>CO>[CH2:1]([NH:9][CH:10]1[CH2:11][CH2:12][N:13]([C:16](=[O:28])[C:17]2[CH:18]=[CH:19][C:20]([N:23]3[CH:27]=[N:26][CH:25]=[N:24]3)=[CH:21][CH:22]=2)[CH2:14][CH2:15]1)[C:2]1[CH:7]=[CH:6][CH:5]=[CH:4][CH:3]=1 |f:2.3|. Procedure: 11.1 ml of benzaldehyde and 10 g of Molecular Sieve 3A were added to 50 ml of a solution of 2.97 g of 4-amino-1-[4-(1,2,4-triazol-1-yl)benzoyl]piperidine in methanol. The mixture was refluxed by heating, for 150 minutes. Thereto was added 4.97 g of sodium borohydride in small portions, under ice-cooling. The mixture was stirred for 1 hour under ice-cooling. The Molecular Sieve 3A was removed by filtration and the filtrate was subjected to distillation to remove the solvent. To the residue was ad... Starting materials: C(C1=CC=CC=C1)OC(=O)N1[C@H](C(=O)N2[C@@H](CCC2)C(CS(=O)C2=CC=C(C=C2)OC)O)CCC1 ((2S)-1-(N-Benzyloxycarbonyl-L-prolyl)-2-[1-hydroxy-2-(4methoxyphenylsulfinyl)ethyl]pyrrolidine), CS(=O)C.C1CCC(CC1)N=C=NC2CCCCC2 (DMSO DCC). Product: C(C1=CC=CC=C1)OC(=O)N1[C@H](C(=O)N2[C@@H](CCC2)C(CS(=O)C2=CC=C(C=C2)OC)=O)CCC1 ((2S)-1-(N-Benzyloxycarbonyl-L-prolyl)-2-[(4-methoxyphenylsulfinyl)acetyl]pyrrolidine). The yield is 72.7%. Reaction SMILES: [CH2:1]([O:8][C:9]([N:11]1[CH2:35][CH2:34][CH2:33][C@H:12]1[C:13]([N:15]1[CH2:19][CH2:18][CH2:17][C@H:16]1[CH:20]([OH:32])[CH2:21][S:22]([C:24]1[CH:29]=[CH:28][C:27]([O:30][CH3:31])=[CH:26][CH:25]=1)=[O:23])=[O:14])=[O:10])[C:2]1[CH:7]=[CH:6][CH:5]=[CH:4][CH:3]=1.CS(C)=O.C1CCC(N=C=NC2CCCCC2)CC1>>[CH2:1]([O:8][C:9]([N:11]1[CH2:35][CH2:34][CH2:33][C@H:12]1[C:13]([N:15]1[CH2:19][CH2:18][CH2:17][C@H:16]1[C:20](=[O:32])[CH2:21][S:22]([C:24]1[CH:25]=[CH:26][C:27]([O:30][CH3:31])=[CH:28][CH:29]=1)=[O:23])=[O:14])=[O:10])[C:2]1[CH:3]=[CH:4][CH:5]=[CH:6][CH:7]=1 |f:1.2|. Procedure: (2S)-1-(N-Benzyloxycarbonyl-L-prolyl)-2-[1-hydroxy-2-(4methoxyphenylsulfinyl)ethyl]pyrrolidine (901 mg) was subjected to DMSO-DCC oxidation as in Example 1-D) to give 652 mg of the title compound (See Table 2). The reactants are [BH-](OC(=O)C)(OC(=O)C)OC(=O)C.[Na+] (NaBH(OAc)3), crude material, ClC1=CC(=NC2=C(C(=CC=C12)OCC(OC)OC)Cl)C=1N=C(SC1)C(C)C (4,8-Dichloro-7-(2,2-dimethoxy-ethoxy)-2-(2-isopropyl-thiazol-4-yl)-quinoline), N1CCOCC1 (Morpholine). The reagents and catalysts are CC(=O)O (AcOH). The solvent is C(Cl)Cl (DCM), CCOC(=O)C (EtOAc), CC(=O)O (AcOH), Cl (HCl). Run at time 1 hour. Product: ClC1=CC(=NC2=C(C(=CC=C12)OCCN1CCOCC1)Cl)C=1N=C(SC1)C(C)C (4,8-dichloro-2-(2-isopropyl-thiazol-4-yl)-7-(2-morpholin-4-yl-ethoxy)-quinoline). The yield is 85.3%. RXN SMILES: [Cl:1][C:2]1[C:11]2[C:6](=[C:7]([Cl:19])[C:8]([O:12][CH2:13][CH:14](OC)OC)=[CH:9][CH:10]=2)[N:5]=[C:4]([C:20]2[N:21]=[C:22]([CH:25]([CH3:27])[CH3:26])[S:23][CH:24]=2)[CH:3]=1.[NH:28]1[CH2:33][CH2:32][O:31][CH2:30][CH2:29]1.[BH-](OC(C)=O)(OC(C)=O)OC(C)=O.[Na+]>CC(O)=O.Cl.CCOC(C)=O.C(Cl)Cl>[Cl:1][C:2]1[C:11]2[C:6](=[C:7]([Cl:19])[C:8]([O:12][CH2:13][CH2:14][N:28]3[CH2:33][CH2:32][O:31][CH2:30][CH2:29]3)=[CH:9][CH:10]=2)[N:5]=[C:4]([C:20]2[N:21]=[C:22]([CH:25]([CH3:26])[CH3:27])[S:23][CH:24]=2)[CH:3]=1 |f:2.3|. Procedure details: 4,8-Dichloro-7-(2,2-dimethoxy-ethoxy)-2-(2-isopropyl-thiazol-4-yl)-quinoline (250 mg, 0.565 mmol) was dissolved in AcOH (5.0 mL) and 2N HCl(aq). The reaction mixture was placed in a 60° C. oil bath and stirred for 1 h. Remove solvent under reduced pressure. The crude material was taken up in EtOAc and washed with ½ sat NaHCO3(aq). Organics were dried over Na2SO4, filtered and was concentrated. The crude material was then taken up in CH2Cl2. Morpholine (77 μL, 0.88 mmol) was added to the reaction...